This data is from the Open Reaction Database (ORD), a public repository of structured organic reaction records. The task is: describe an organic reaction: reactants, conditions, products, and yield Starting materials: CSSC (Dimethyl disulfide), C(CCC)P(CCCC)CCCC (tributylphosphine), C(C)(C)(C)OC1=CC=C(C=C1)CCCCN1C(=NC=C1)CO ([1-[4-(4-tert-butoxyphenyl)butyl]-1H-imidazol-2-yl]methanol). Solvent: N1=CC=CC=C1 (pyridine), C(C)(=O)OCC (ethyl acetate). Reaction conditions: time 17 hour. Yields the product C(C)(C)(C)OC1=CC=C(C=C1)CCCCN1C(=NC=C1)CSC (1-[4-(4-tert-butoxyphenyl)butyl]-2-[(methylthio)methyl]-1H-imidazole). As a reaction SMILES: CS[S:3][CH3:4].C(P(CCCC)CCCC)CCC.[C:18]([O:22][C:23]1[CH:28]=[CH:27][C:26]([CH2:29][CH2:30][CH2:31][CH2:32][N:33]2[CH:37]=[CH:36][N:35]=[C:34]2[CH2:38]O)=[CH:25][CH:24]=1)([CH3:21])([CH3:20])[CH3:19]>N1C=CC=CC=1.C(OCC)(=O)C>[C:18]([O:22][C:23]1[CH:28]=[CH:27][C:26]([CH2:29][CH2:30][CH2:31][CH2:32][N:33]2[CH:37]=[CH:36][N:35]=[C:34]2[CH2:38][S:3][CH3:4])=[CH:25][CH:24]=1)([CH3:21])([CH3:20])[CH3:19]. Procedure details: Dimethyl disulfide (8.94 ml) and tributylphosphine (24.7 ml) were added to a solution of [1-[4-(4-tert-butoxyphenyl)butyl]-1H-imidazol-2-yl]methanol (10.0 g) in pyridine (13.4 ml) at room temperature, and the mixture was stirred at room temperature for 17 hr. The reaction mixture was diluted with ethyl acetate, successively washed with 1N aqueous sodium hydroxide solution (3 times) and saturated brine and dried over anhydrous magnesium sulfate. The solvent was evaporated under reduced pressure t... As a reaction SMILES: [C:11](=[O:12])([O-:13])[O-:14].[CH3:1][C:2]1([CH3:10])[CH2:3][C:4](=[O:9])[CH2:5][C:6](=[O:8])[CH2:7]1.[CH3:28][N:29]([CH3:30])[CH:31]=[O:32].[Cl:17][c:18]1[cH:19][c:20]([N+:25](=[O:26])[O-:27])[cH:21][cH:22][c:23]1[Cl:24].[K+:15].[K+:16]>>[CH3:1][C:2]1([CH3:10])[CH2:3][C:4](=[O:9])[CH:5]([c:23]2[c:18]([Cl:17])[cH:19][c:20]([N+:25](=[O:26])[O-:27])[cH:21][cH:22]2)[C:6](=[O:8])[CH2:7]1. Yields the product CC1(C)CC(=O)C(c2ccc([N+](=O)[O-])cc2Cl)C(=O)C1. Reactants: O=C([O-])[O-], CC1(C)CC(=O)CC(=O)C1, CN(C)C=O, O=[N+]([O-])c1ccc(Cl)c(Cl)c1, [K+], [K+]. Starting materials: saturated solution, [F-].[K+] (KF), C(C=C)[Sn](CCCC)(CCCC)CCCC (allyl tri-n-butylstannane), IC1=CC=C(C=C1)[N+](=O)[O-] (4-iodo-nitrobenzene). Reagents/catalysts: [Pd].C1(=CC=CC=C1)P(C1=CC=CC=C1)C1=CC=CC=C1.C1(=CC=CC=C1)P(C1=CC=CC=C1)C1=CC=CC=C1.C1(=CC=CC=C1)P(C1=CC=CC=C1)C1=CC=CC=C1.C1(=CC=CC=C1)P(C1=CC=CC=C1)C1=CC=CC=C1 (tetrakis-(triphenylphosphine) palladium(0)), [Cu]I (copper (I) iodide). The solvent is C(C)OCC (diethyl ether), O1CCOCC1 (1,4-dioxane). Run at time 2 hour. Product: C(C=C)C1=CC=C(C=C1)[N+](=O)[O-] (1-allyl-4-nitrobenzene). Isolated yield 55.0%. Reaction SMILES: [CH2:1]([Sn](CCCC)(CCCC)CCCC)[CH:2]=[CH2:3].I[C:18]1[CH:23]=[CH:22][C:21]([N+:24]([O-:26])=[O:25])=[CH:20][CH:19]=1.[F-].[K+]>O1CCOCC1.C(OCC)C.[Pd].C1(P(C2C=CC=CC=2)C2C=CC=CC=2)C=CC=CC=1.C1(P(C2C=CC=CC=2)C2C=CC=CC=2)C=CC=CC=1.C1(P(C2C=CC=CC=2)C2C=CC=CC=2)C=CC=CC=1.C1(P(C2C=CC=CC=2)C2C=CC=CC=2)C=CC=CC=1.[Cu]I>[CH2:3]([C:18]1[CH:23]=[CH:22][C:21]([N+:24]([O-:26])=[O:25])=[CH:20][CH:19]=1)[CH:2]=[CH2:1] |f:2.3,6.7.8.9.10|. Procedure details: Add allyl tri-n-butylstannane (30.10 mmol, 9.33 ml) dropwise to a stirred solution of 4-iodo-nitrobenzene (5 g, 20.07 mmol), tetrakis-(triphenylphosphine) palladium(0) (1.16 g, 1 mmol) and copper (I) iodide (306 mg, 1.6 mmol) in 50 ml of dry 1,4-dioxane under argon atmosphere. Reflux the mixture for 24 hours and then cool to room temperature. Dilute the solution with 40 ml of diethyl ether and add 20 ml of saturated solution of KF and stir for 2 hours. Filter the mixture and wash the organic lay...